This data is from the Open Reaction Database (ORD), a public repository of structured organic reaction records. The task is: describe an organic reaction: reactants, conditions, products, and yield Product: COC(=O)CCCCCN(c1ccc2c(c1)nc(-c1ccccc1)n2-c1ccccc1)S(=O)(=O)c1ccc(F)cc1. RXN SMILES: [CH3:35][O:36][C:37]([CH2:38][CH2:39][CH2:40][CH2:41][CH2:42][Br:43])=[O:44].[CH3:46][N:47]([CH3:48])[CH:49]=[O:50].[H-:33].[Na+:34].[OH2:45].[c:1]1(-[n:7]2[c:8](-[c:27]3[cH:28][cH:29][cH:30][cH:31][cH:32]3)[n:9][c:10]3[c:11]2[cH:12][cH:13][c:14]([NH:16][S:17](=[O:18])(=[O:19])[c:20]2[cH:21][cH:22][c:23]([F:26])[cH:24][cH:25]2)[cH:15]3)[cH:2][cH:3][cH:4][cH:5][cH:6]1>>[c:1]1(-[n:7]2[c:8](-[c:27]3[cH:28][cH:29][cH:30][cH:31][cH:32]3)[n:9][c:10]3[c:11]2[cH:12][cH:13][c:14]([N:16]([S:17](=[O:18])(=[O:19])[c:20]2[cH:21][cH:22][c:23]([F:26])[cH:24][cH:25]2)[CH2:42][CH2:41][CH2:40][CH2:39][CH2:38][C:37]([O:36][CH3:35])=[O:44])[cH:15]3)[cH:2][cH:3][cH:4][cH:5][cH:6]1. Starting materials: COC(=O)CCCCCBr, CN(C)C=O, [H-], [Na+], O, O=S(=O)(Nc1ccc2c(c1)nc(-c1ccccc1)n2-c1ccccc1)c1ccc(F)cc1. The reactants are C(C)C(C(=O)[O-])(OC1=C(C=C(C=C1)CCNC(CCC1CCN(CC1)C(=O)OC(C)(C)C)=O)OCC(=O)[O-])CC (Diethyl[[4-[2-[3-(1-t-butyloxycarbonylpiperidin-4-yl)propionyl]aminoethyl]-o-phenylene]dioxy]diacetate), [OH-].[Na+] (sodium hydroxide). The product is C(C)(C)(C)OC(=O)N1CCC(CC1)CCC(=O)NCCC1=CC(=C(C=C1)OCC(=O)O)OCC(=O)O ([[4-[2-[3-(1-t-butyloxycarbonylpiperidin-4-yl)propionyl]aminoethyl]-o-phenylene]dioxy]diacetic acid). Isolated yield 89.2%. Reaction SMILES: C([C:3](CC)([O:7][C:8]1[CH:13]=[CH:12][C:11]([CH2:14][CH2:15][NH:16][C:17](=[O:33])[CH2:18][CH2:19][CH:20]2[CH2:25][CH2:24][N:23]([C:26]([O:28][C:29]([CH3:32])([CH3:31])[CH3:30])=[O:27])[CH2:22][CH2:21]2)=[CH:10][C:9]=1[O:34][CH2:35][C:36]([O-:38])=[O:37])[C:4]([O-:6])=[O:5])C.[OH-].[Na+]>>[C:29]([O:28][C:26]([N:23]1[CH2:22][CH2:21][CH:20]([CH2:19][CH2:18][C:17]([NH:16][CH2:15][CH2:14][C:11]2[CH:12]=[CH:13][C:8]([O:7][CH2:3][C:4]([OH:6])=[O:5])=[C:9]([O:34][CH2:35][C:36]([OH:38])=[O:37])[CH:10]=2)=[O:33])[CH2:25][CH2:24]1)=[O:27])([CH3:32])([CH3:30])[CH3:31] |f:1.2|. Procedure: The compound obtained in the above process (a) (150 mg) was hydrolyzed with 1.3 ml of 1N sodium hydroxide to give 121 mg of the title compound. Starting materials: Brc1cc[nH]n1, O=C([O-])[O-], Fc1cnccc1-c1nc2cc(C(F)(F)F)ccc2o1, [K+], [K+], CN(C)C=O, O. Product: FC(F)(F)c1ccc2oc(-c3ccncc3-n3ccc(Br)n3)nc2c1. Reaction SMILES: [Br:21][c:22]1[n:23][nH:24][cH:25][cH:26]1.[C:27](=[O:28])([O-:29])[O-:30].[F:1][c:2]1[cH:3][n:4][cH:5][cH:6][c:7]1-[c:8]1[o:9][c:10]2[c:11]([n:12]1)[cH:13][c:14]([C:17]([F:18])([F:19])[F:20])[cH:15][cH:16]2.[K+:31].[K+:32].[O:33]=[CH:34][N:35]([CH3:36])[CH3:37].[OH2:38]>>[c:2]1(-[n:24]2[n:23][c:22]([Br:21])[cH:26][cH:25]2)[cH:3][n:4][cH:5][cH:6][c:7]1-[c:8]1[o:9][c:10]2[c:11]([n:12]1)[cH:13][c:14]([C:17]([F:18])([F:19])[F:20])[cH:15][cH:16]2. Starting materials: BrC1=NN(C2=NC(=NC=C21)NCCN2CCOCC2)C ((3-bromo-1-methyl-1H-pyrazolo[3,4-d]pyrimidin-6-yl)-(2-morpholin-4-yl-ethyl)-amine), C(C)(C)(C)OC(N)=O.CC1(OB(OC1(C)C)C=1C=C(CNC(O)=O)C=CC1)C ([3-(4,4,5,5-tetramethyl-[1,3,2]dioxaborolan-2-yl)-benzyl]-carbamic acid carbamic acid tert-butyl ester). Product: C(C)(C)(C)OC(NCC1=CC(=CC=C1)C1=NN(C2=NC(=NC=C21)NCCN2CCOCC2)C)=O ({3-[1-methyl-6-(2-morpholin-4-yl-ethylamino)-1H-pyrazolo[3,4-d]pyrimidin-3yl]-benzyl}-carbamic acid tert-butyl ester). RXN SMILES: Br[C:2]1[C:10]2[C:5](=[N:6][C:7]([NH:11][CH2:12][CH2:13][N:14]3[CH2:19][CH2:18][O:17][CH2:16][CH2:15]3)=[N:8][CH:9]=2)[N:4]([CH3:20])[N:3]=1.[C:21]([O:25][C:26](=[O:28])[NH2:27])([CH3:24])([CH3:23])[CH3:22].CC1(C)C(C)(C)OB([C:37]2[CH:38]=[C:39]([CH:45]=[CH:46][CH:47]=2)[CH2:40]NC(=O)O)O1>>[C:21]([O:25][C:26](=[O:28])[NH:27][CH2:40][C:39]1[CH:45]=[CH:46][CH:47]=[C:37]([C:2]2[C:10]3[C:5](=[N:6][C:7]([NH:11][CH2:12][CH2:13][N:14]4[CH2:19][CH2:18][O:17][CH2:16][CH2:15]4)=[N:8][CH:9]=3)[N:4]([CH3:20])[N:3]=2)[CH:38]=1)([CH3:24])([CH3:23])[CH3:22] |f:1.2|. Procedure details: Prepared as described above in Example 15 starting from (3-bromo-1-methyl-1H-pyrazolo[3,4-d]pyrimidin-6-yl)-(2-morpholin-4-yl-ethyl)-amine and [3-(4,4,5,5-tetramethyl-[1,3,2]dioxaborolan-2-yl)-benzyl]-carbamic acid carbamic acid tert-butyl ester to give the title compound {3-[1-methyl-6-(2-morpholin-4-yl-ethylamino)-1H-pyrazolo[3,4-d]pyrimidin-3yl]-benzyl}-carbamic acid tert-butyl ester; LC/MS (m/e)=468.4 (MH+), Rt=1.39 min The reactants are CCCC[Sn](Cl)(Cl)CCCC, C1CCOC1, O=Cc1ccc(C(=O)O)cc1, COc1ccc(N)cc1OC, [SiH3]c1ccccc1. Product: COc1ccc(NCc2ccc(C(=O)O)cc2)cc1OC. Reaction SMILES: [CH2:23]([Sn:24]([Cl:25])([Cl:26])[CH2:27][CH2:28][CH2:29][CH3:30])[CH2:31][CH2:32][CH3:33].[CH2:41]1[O:42][CH2:43][CH2:44][CH2:45]1.[CH:12](=[O:13])[c:14]1[cH:15][cH:16][c:17]([C:18](=[O:19])[OH:20])[cH:21][cH:22]1.[NH2:1][c:2]1[cH:3][c:4]([O:10][CH3:11])[c:5]([O:8][CH3:9])[cH:6][cH:7]1.[c:34]1([SiH3:35])[cH:36][cH:37][cH:38][cH:39][cH:40]1>>[NH:1]([c:2]1[cH:3][c:4]([O:10][CH3:11])[c:5]([O:8][CH3:9])[cH:6][cH:7]1)[CH2:12][c:14]1[cH:15][cH:16][c:17]([C:18](=[O:19])[OH:20])[cH:21][cH:22]1. Reactants: Cl.BrC=1C=CC(=C2CCNCC12)F (8-bromo-5-fluoro-1,2,3,4-tetrahydro-isoquinoline hydrochloride), C1(=CC=CC=C1)[C@H]1[C@@H](C1)C(=O)O ((1R,2R)-2-phenyl-cyclopropanecarboxylic acid), Cl.CN(CCCN=C=NCC)C (N-(3-dimethylaminopropyl)-N′-ethylcarbodiimide hydrochloride). The reagents and catalysts are CN(C1=CC=NC=C1)C (4-(dimethylamino)pyridine). Solvent: CN(C)C=O (DMF), CCOC(=O)C (AcOEt). Run at time 18 hour. Product: BrC=1C=CC(=C2CCN(CC12)C(=O)[C@H]1[C@@H](C1)C1=CC=CC=C1)F ((8-Bromo-5-fluoro-3,4-dihydro-1H-isoquinolin-2-yl)-((1R,2R)-2-phenyl-cyclopropyl)-methanone). Reaction SMILES: Cl.[Br:2][C:3]1[CH:4]=[CH:5][C:6]([F:13])=[C:7]2[C:12]=1[CH2:11][NH:10][CH2:9][CH2:8]2.[C:14]1([C@@H:20]2[CH2:22][C@H:21]2[C:23](O)=[O:24])[CH:19]=[CH:18][CH:17]=[CH:16][CH:15]=1.Cl.CN(C)CCCN=C=NCC>CN(C=O)C.CN(C)C1C=CN=CC=1.CCOC(C)=O>[Br:2][C:3]1[CH:4]=[CH:5][C:6]([F:13])=[C:7]2[C:12]=1[CH2:11][N:10]([C:23]([C@@H:21]1[CH2:22][C@H:20]1[C:14]1[CH:19]=[CH:18][CH:17]=[CH:16][CH:15]=1)=[O:24])[CH2:9][CH2:8]2 |f:0.1,3.4|. Procedure: A solution of 8-bromo-5-fluoro-1,2,3,4-tetrahydro-isoquinoline hydrochloride (200 mg, 0.75 mmol, 1.0 eq.) and the acid (1R,2R)-2-phenyl-cyclopropanecarboxylic acid (122 mg, 0.75 mmol, 1.0 eq.) in DMF (9 mL) was treated with 4-(dimethylamino)pyridine (367 mg, 3.00 mmol, 4.0 eq.) and N-(3-dimethylaminopropyl)-N′-ethylcarbodiimide hydrochloride (216 mg, 1.13 mmol, 1.5 eq.) and the resulting solution was stirred at r.t. for 18 hours. The reaction mixture was diluted with AcOEt (70 mL). The diluted s... Reactants: C(=O)(O)[O-].[Na+] (NaHCO3), CC=1C=CC(=CC1)C2=CC(=NN2C=3C=CC(=CC3)S(=O)(=O)N)C(F)(F)F (Celecoxib), BrCC(=O)OC (methyl bromoacetate), C(=O)([O-])[O-].[K+].[K+] (K2CO3), CN(C)C=O (DMF). Run at time 21 hour. Yields the product COC(CN(CC(=O)OC)S(=O)(=O)C1=CC=C(C=C1)N1N=C(C=C1C1=CC=C(C=C1)C)C(F)(F)F)=O (methyl N-(2-methoxy-2-oxoethyl)-N-({4-[5-(4-methylphenyl)-3-(trifluoromethyl)-1H-pyrazol-1-yl]phenyl}sulfonyl)glycinate). Isolated yield 51.0%. Reaction SMILES: [CH3:1][C:2]1[CH:3]=[CH:4][C:5]([C:8]2[N:12]([C:13]3[CH:14]=[CH:15][C:16]([S:19]([NH2:22])(=[O:21])=[O:20])=[CH:17][CH:18]=3)[N:11]=[C:10]([C:23]([F:26])([F:25])[F:24])[CH:9]=2)=[CH:6][CH:7]=1.Br[CH2:28][C:29]([O:31][CH3:32])=[O:30].[C:33]([O-:36])([O-])=O.[K+].[K+].[C:39]([O-])(O)=O.[Na+].CN([CH:47]=[O:48])C>>[CH3:32][O:31][C:29](=[O:30])[CH2:28][N:22]([S:19]([C:16]1[CH:15]=[CH:14][C:13]([N:12]2[C:8]([C:5]3[CH:6]=[CH:7][C:2]([CH3:1])=[CH:3][CH:4]=3)=[CH:9][C:10]([C:23]([F:24])([F:26])[F:25])=[N:11]2)=[CH:18][CH:17]=1)(=[O:21])=[O:20])[CH2:39][C:33]([O:48][CH3:47])=[O:36] |f:2.3.4,5.6|. Procedure: A mixture of Celecoxib (0.500 g, 1.31 mmol), methyl bromoacetate (0.501 g, 3.28 mmol) and K2CO3 (0.362 g, 2.62 mmol) in anhydrous DMF (5.0 mL) was stirred at room temperature for 21 hours. The mixture was then poured into sat. NaHCO3 (200 mL) and extracted with ethyl acetate (200 mL). The ethyl acetate solution was then washed with sat NaCl (50 mL), dried over MgSO4, filtered and concentrated under vacuum. The crude product was purified by flash chromatography (silica gel, 98:2 methylene chlorid...